Dataset: the Open Reaction Database (ORD), a public repository of structured organic reaction records. Task: describe an organic reaction: reactants, conditions, products, and yield Starting materials: FC(CO)(F)F (2,2,2-trifluoroethanol), [H-].[Na+] (NaH), O1CCOCC1 (1,4-dioxane), O1CCOCC1 (1,4-dioxane), Cl (HCl), ClC=1C(=CC2=C(C=C(C(O2)C(F)(F)F)C(=O)[O-])C1)F (6-chloro-7-fluoro-2-(trifluoromethyl)-2H-1-benzopyran-3-carboxylate), O1CCOCC1 (1,4-dioxane), ethyl acetate hexanes. Run at temperature 85 celsius, time 10 minute. Product: ClC=1C(=CC2=C(C=C(C(O2)C(F)(F)F)C(=O)OCC)C1)OCC(F)(F)F (ethyl 6-chloro-7-(2,2,2-trifluoroethoxy)-2-(trifluoromethyl)-2H-1-benzopyran-3-carboxylate). Yield: 18.0%. RXN SMILES: [F:1][C:2]([F:6])([F:5])[CH2:3][OH:4].[H-].[Na+].[Cl:9][C:10]1[C:11](F)=[CH:12][C:13]2[O:18][CH:17]([C:19]([F:22])([F:21])[F:20])[C:16]([C:23]([O-:25])=[O:24])=[CH:15][C:14]=2[CH:26]=1.Cl.O1CCO[CH2:31][CH2:30]1>>[Cl:9][C:10]1[C:11]([O:4][CH2:3][C:2]([F:6])([F:5])[F:1])=[CH:12][C:13]2[O:18][CH:17]([C:19]([F:22])([F:21])[F:20])[C:16]([C:23]([O:25][CH2:30][CH3:31])=[O:24])=[CH:15][C:14]=2[CH:26]=1 |f:1.2|. Procedure details: A solution of 2,2,2-trifluoroethanol(1.3 g, 13 mmol) in 1,4-dioxane (2 mL) was added to a slurry of NaH (0.5 g, 13 mmol) in 1,4-dioxane (2 mL). The reaction was stirred for 10 minutes then a solution of 6-chloro-7-fluoro-2-(trifluoromethyl)-2H-1-benzopyran-3-carboxylate (1.61 g, 5.0 mmol) in 1,4-dioxane (5 mL) was added and the reaction was heated to 85° C. for 22 hours. The reaction mixture was acidified with 3N HCl, extracted with ethyl acetate, washed with saturated NaHCO3, brine, dried over ... Starting materials: BrCc1ccccc1, O=[N+]([O-])c1ccc(Br)cc1O, O=C([O-])[O-], CC(C)=O, [K+], [K+]. Product: O=[N+]([O-])c1ccc(Br)cc1OCc1ccccc1. Reaction SMILES: [Br:12][CH2:13][c:14]1[cH:15][cH:16][cH:17][cH:18][cH:19]1.[Br:1][c:2]1[cH:3][cH:4][c:5]([N+:9](=[O:10])[O-:11])[c:6]([OH:8])[cH:7]1.[C:20](=[O:21])([O-:22])[O-:23].[CH3:26][C:27](=[O:28])[CH3:29].[K+:24].[K+:25]>>[Br:1][c:2]1[cH:3][cH:4][c:5]([N+:9](=[O:10])[O-:11])[c:6]([O:8][CH2:13][c:14]2[cH:15][cH:16][cH:17][cH:18][cH:19]2)[cH:7]1. The reactants are Br, O=C([O-])[O-], CC(C)=O, [K+], [K+], CCC(OC)(c1cccc(O)c1)c1nccs1, BrCC#Cc1cccnc1. Yields the product CCC(OC)(c1cccc(OCC#Cc2cccnc2)c1)c1nccs1. Reaction SMILES: [BrH:24].[C:18](=[O:19])([O-:20])[O-:21].[CH3:35][C:36](=[O:37])[CH3:38].[K+:22].[K+:23].[OH:1][c:2]1[cH:3][c:4]([C:8]([CH2:9][CH3:10])([O:11][CH3:12])[c:13]2[s:14][cH:15][cH:16][n:17]2)[cH:5][cH:6][cH:7]1.[n:25]1[cH:26][c:27]([C:31]#[C:32][CH2:33][Br:34])[cH:28][cH:29][cH:30]1>>[O:1]([c:2]1[cH:3][c:4]([C:8]([CH2:9][CH3:10])([O:11][CH3:12])[c:13]2[s:14][cH:15][cH:16][n:17]2)[cH:5][cH:6][cH:7]1)[CH2:33][C:32]#[C:31][c:27]1[cH:26][n:25][cH:30][cH:29][cH:28]1. Product: Cn1c2ccccc2c(=O)c2c([N+](=O)[O-])cccc21. The reactants are CI, CN(C)C=O, [H-], O=c1c2ccccc2[nH]c2cccc([N+](=O)[O-])c12, [Na+]. Reaction SMILES: [CH3:21][I:22].[CH3:23][N:24]([CH3:25])[CH:26]=[O:27].[H-:19].[N+:1](=[O:2])([O-:3])[c:4]1[cH:5][cH:6][cH:7][c:8]2[nH:9][c:10]3[cH:11][cH:12][cH:13][cH:14][c:15]3[c:16](=[O:18])[c:17]12.[Na+:20]>>[N+:1](=[O:2])([O-:3])[c:4]1[cH:5][cH:6][cH:7][c:8]2[n:9]([CH3:21])[c:10]3[cH:11][cH:12][cH:13][cH:14][c:15]3[c:16](=[O:18])[c:17]12. Starting materials: C(C)(C)(C)OC(=O)N1CCC(CC1)OC=1N=NC(=C(C1)C1=CC=C(C=C1)OC1CCCCC1)C1CCCCC1 (4-[6-cyclohexyl-5-(4-cyclohexyloxy-phenyl)-pyridazin-3-yloxy]-piperidine-1-carboxylic acid tert-butyl ester), Cl (HCl). Run in C(Cl)Cl (DCM), O1CCOCC1 (dioxane). Reaction conditions: time 30 minute. The product is Cl.Cl.C1(CCCCC1)C=1N=NC(=CC1C1=CC=C(C=C1)OC1CCCCC1)OC1CCNCC1 (3-cyclohexyl-4-(4-cyclohexyloxy-phenyl)-6-(piperidin-4-yloxy)-pyridazine dihydrochloride). RXN SMILES: C(OC([N:8]1[CH2:13][CH2:12][CH:11]([O:14][C:15]2[N:16]=[N:17][C:18]([CH:34]3[CH2:39][CH2:38][CH2:37][CH2:36][CH2:35]3)=[C:19]([C:21]3[CH:26]=[CH:25][C:24]([O:27][CH:28]4[CH2:33][CH2:32][CH2:31][CH2:30][CH2:29]4)=[CH:23][CH:22]=3)[CH:20]=2)[CH2:10][CH2:9]1)=O)(C)(C)C.[ClH:40]>C(Cl)Cl.O1CCOCC1>[ClH:40].[ClH:40].[CH:34]1([C:18]2[N:17]=[N:16][C:15]([O:14][CH:11]3[CH2:10][CH2:9][NH:8][CH2:13][CH2:12]3)=[CH:20][C:19]=2[C:21]2[CH:26]=[CH:25][C:24]([O:27][CH:28]3[CH2:33][CH2:32][CH2:31][CH2:30][CH2:29]3)=[CH:23][CH:22]=2)[CH2:35][CH2:36][CH2:37][CH2:38][CH2:39]1 |f:4.5.6|. Procedure: To a stirred solution of 4-hydroxy-piperidine-1-carboxylic acid tert-butyl ester (0.40 mmol, 0.08 g) in THF (0.45 mL) at room temperature was added sodium hydride (60% dispersion in mineral oil) (0.54 mmol, 0.022 g) and continued stirring for 10 min. The reaction mixture was cooled to 0° C. using an ice bath. To this was added a solution of 6-chloro-3-cyclohexyl-4-(4-cyclohexyloxy-phenyl)-pyridazine (0.27 mmol, 0.10 g) in THF (0.45 mL). After completion of addition, the reaction mixture was warm... Reactants: C([O-])([O-])=O.[K+].[K+] (Potassium carbonate), C(C)#N (acetonitrile), C(#N)C1=CC=C(C=C1)O (4-cyanophenol), BrC(C(=O)OCC)CC (ethyl 2-bromobutyrate). Solvent: O (water). Run at temperature 80 celsius, time 3 hour. The product is C(#N)C1=CC=C(OC(C(=O)OCC)CC)C=C1 (Ethyl 2-(4-cyanophenoxy)butanoate). Yield: 99.9%. RXN SMILES: C(=O)([O-])[O-].[K+].[K+].C(#N)C.[C:10]([C:12]1[CH:17]=[CH:16][C:15]([OH:18])=[CH:14][CH:13]=1)#[N:11].Br[CH:20]([CH2:26][CH3:27])[C:21]([O:23][CH2:24][CH3:25])=[O:22]>O>[C:10]([C:12]1[CH:17]=[CH:16][C:15]([O:18][CH:20]([CH2:26][CH3:27])[C:21]([O:23][CH2:24][CH3:25])=[O:22])=[CH:14][CH:13]=1)#[N:11] |f:0.1.2|. Procedure: Potassium carbonate (14.5 g, 105 mmol) was added to an acetonitrile (80.0 mL) solution of 4-cyanophenol (5.00 g, 42.0 mmol) and ethyl 2-bromobutyrate (9.83 g, 50.4 mmol) at room temperature, and the mixture was stirred for 3 hours at 80° C. After the mixture was cooled to room temperature, water was added to the reaction mixture, and the mixture was subjected to extraction two times with ethyl acetate. The organic layer thus obtained was washed with saturated brine, and then was dried over anhyd... The reactants are OC(C#CC(=O)OCC)C1=CC=CC=C1 (ethyl 4-hydroxy-4-phenyl-2-butynoate), ClS(=O)(=O)N=C=O (chlorosulfonyl isocyanate). The solvent is ClCCl (dichloromethane). Product: C(N)(=O)OC(C#CC(=O)OCC)C1=CC=CC=C1 (ethyl 4-carbamoyloxy-4-phenyl-2-butynoate). Yield: 98.0%. RXN SMILES: [OH:1][CH:2]([C:10]1[CH:15]=[CH:14][CH:13]=[CH:12][CH:11]=1)[C:3]#[C:4][C:5]([O:7][CH2:8][CH3:9])=[O:6].ClS([N:20]=[C:21]=[O:22])(=O)=O>ClCCl>[C:21]([O:1][CH:2]([C:10]1[CH:11]=[CH:12][CH:13]=[CH:14][CH:15]=1)[C:3]#[C:4][C:5]([O:7][CH2:8][CH3:9])=[O:6])(=[O:22])[NH2:20]. Procedure: To 100 ml of a dichloromethane solution containing 8 g (39.2 millimoles) of ethyl 4-hydroxy-4-phenyl-2-butynoate, 3.5 ml (40.2 millimoles) of chlorosulfonyl isocyanate was added at a temperature of -20° C., and the mixture was reacted for 30 minutes at -10° C. under stirring. Then, hydrolysis and purification treatment were conducted in the same manner as in Example VI-38, whereby 9.5 g (yield: 98%) of ethyl 4-carbamoyloxy-4-phenyl-2-butynoate in crystal form was obtained. Starting materials: [Al+3], C1CCOC1, COC(=O)c1ccc(OC)c(OCC2CCN(C(=O)OC(C)(C)C)CC2)c1, [H-], [H-], [H-], [H-], [Li+]. The product is COc1ccc(CO)cc1OCC1CCN(C(=O)OC(C)(C)C)CC1. As a reaction SMILES: [Al+3:29].[CH2:34]1[O:35][CH2:36][CH2:37][CH2:38]1.[CH3:1][O:2][c:3]1[c:4]([O:13][CH2:14][CH:15]2[CH2:16][CH2:17][N:18]([C:21](=[O:22])[O:23][C:24]([CH3:25])([CH3:26])[CH3:27])[CH2:19][CH2:20]2)[cH:5][c:6]([C:9](=[O:10])[O:11][CH3:12])[cH:7][cH:8]1.[H-:28].[H-:31].[H-:32].[H-:33].[Li+:30]>>[CH3:1][O:2][c:3]1[c:4]([O:13][CH2:14][CH:15]2[CH2:16][CH2:17][N:18]([C:21](=[O:22])[O:23][C:24]([CH3:25])([CH3:26])[CH3:27])[CH2:19][CH2:20]2)[cH:5][c:6]([CH2:9][OH:10])[cH:7][cH:8]1. Reactants: FC1=CC=C(C=C1)/C=C/C1=NNC2=CC=C(C(=C12)OC)C(=O)O (3-[(E)-2-(4-Fluorophenyl)-vinyl]-4-methoxy-1H-indazole-5-carboxylic acid), Cl.C(C)(C)(C)OC(CN)=O (glycine ter-butyl ester hydrochloride), CCN=C=NCCCN(C)C.Cl (WSC hydrochloride), C(C)(C)N(CC)C(C)C (diisopropylethylamine), ON1N=NC2=C1C=CC=C2 (1-hydroxybenzotriazole), ice water. Run in CN(C=O)C (N,N-dimethylformamide). Run at time 10 minute. The product is C(C)(C)(C)OC(C(N)C(=O)C=1C(=C2C(=NNC2=CC1)\C=C\C1=CC=C(C=C1)F)OC)=O ({3-[(E)-2-(4-Fluorophenyl)-vinyl]-4-methoxy-1H-indazole-5-carbonyl}-aminoacetic acid tert-butyl ester). RXN SMILES: [F:1][C:2]1[CH:7]=[CH:6][C:5](/[CH:8]=[CH:9]/[C:10]2[C:18]3[C:13](=[CH:14][CH:15]=[C:16]([C:21](O)=[O:22])[C:17]=3[O:19][CH3:20])[NH:12][N:11]=2)=[CH:4][CH:3]=1.Cl.[C:25]([O:29][C:30](=[O:33])[CH2:31][NH2:32])([CH3:28])([CH3:27])[CH3:26].C(N(C(C)C)CC)(C)C.ON1C2C=CC=CC=2N=N1.CCN=C=NCCCN(C)C.Cl>CN(C)C=O>[C:25]([O:29][C:30](=[O:33])[CH:31]([C:21]([C:16]1[C:17]([O:19][CH3:20])=[C:18]2[C:13](=[CH:14][CH:15]=1)[NH:12][N:11]=[C:10]2/[CH:9]=[CH:8]/[C:5]1[CH:4]=[CH:3][C:2]([F:1])=[CH:7][CH:6]=1)=[O:22])[NH2:32])([CH3:28])([CH3:27])[CH3:26] |f:1.2,5.6|. Reported procedure: 3-[(E)-2-(4-Fluorophenyl)-vinyl]-4-methoxy-1H-indazole-5-carboxylic acid obtained by Example 234 and 258 mg of glycine ter-butyl ester hydrochloride were dissolved in 20 mL of N,N-dimethylformamide, and 0.871 mL of diisopropylethylamine and 235 mg of 1-hydroxybenzotriazole were added, and stirred at room temperature for 10 minutes. After cooling to 0° C., 491 mg of WSC hydrochloride was added, and stirred overnight at room temperature. After adding ice water to stop the reaction, the solution wa... Starting materials: C(C)(=O)O (acetic acid), C(C1=CC=CC=C1)OC(=O)NCCC[C@H](NC(=O)C=1N(C(=C(C1)C)C)C)C(=O)N[C@@H]1[C@@H](CCC1)C(=O)OCC(C1=CC=CC=C1)=O (2-oxo-2-phenylethyl (1R,2S)-2-({N5-[(benzyloxy)carbonyl]-N2-[(1,4,5-trimethyl-1H-pyrrol-2-yl)carbonyl]-L-ornithyl}amino)cyclopentanecarboxylate), CN(C)C=O (DMF). The reagents and catalysts are [Zn] (zinc). Run in C(C)(=O)OCC (ethyl acetate). Reaction conditions: time 6 hour. Yields the product C(C1=CC=CC=C1)OC(=O)NCCC[C@H](NC(=O)C=1N(C(=C(C1)C)C)C)C(=O)N[C@@H]1[C@@H](CCC1)C(=O)O ((1R,2S)-2-({N5-[(benzyloxy)carbonyl]-N2-[(1,4,5-trimethyl-1H-pyrrol-2-yl)carbonyl]-L-ornithyl}amino)cyclopentanecarboxylic acid). Isolated yield 77.9%. Reaction SMILES: [CH2:1]([O:8][C:9]([NH:11][CH2:12][CH2:13][CH2:14][C@@H:15]([C:27]([NH:29][C@H:30]1[CH2:34][CH2:33][CH2:32][C@H:31]1[C:35]([O:37]CC(=O)C1C=CC=CC=1)=[O:36])=[O:28])[NH:16][C:17]([C:19]1[N:20]([CH3:26])[C:21]([CH3:25])=[C:22]([CH3:24])[CH:23]=1)=[O:18])=[O:10])[C:2]1[CH:7]=[CH:6][CH:5]=[CH:4][CH:3]=1.CN(C=O)C.C(O)(=O)C>[Zn].C(OCC)(=O)C>[CH2:1]([O:8][C:9]([NH:11][CH2:12][CH2:13][CH2:14][C@@H:15]([C:27]([NH:29][C@H:30]1[CH2:34][CH2:33][CH2:32][C@H:31]1[C:35]([OH:37])=[O:36])=[O:28])[NH:16][C:17]([C:19]1[N:20]([CH3:26])[C:21]([CH3:25])=[C:22]([CH3:24])[CH:23]=1)=[O:18])=[O:10])[C:2]1[CH:3]=[CH:4][CH:5]=[CH:6][CH:7]=1. Procedure details: To a mixture of 2-oxo-2-phenylethyl (1R,2S)-2-({N5-[(benzyloxy)carbonyl]-N2-[(1,4,5-trimethyl-1H-pyrrol-2-yl)carbonyl]-L-ornithyl}amino)cyclopentanecarboxylate (0.30 g) and DMF (3.0 ml) were added zinc (0.61 g) and acetic acid (3.0 ml) under ice-cooling, followed by stirring at room temperature for 6 hours. To the reaction mixture was added ethyl acetate and the insolubles were separated by filtration through Celite. The filtrate was concentrated under reduced pressure, and a 1 M aqueous sodium ...